Dataset: the Open Reaction Database (ORD), a public repository of structured organic reaction records. Task: describe an organic reaction: reactants, conditions, products, and yield Reactants: CC(C)(SC(CO)CO)C(O)(Cn1cncn1)c1ccc(F)cc1F, O=CC=CC=Cc1ccc(C(F)(F)F)cc1. Yields the product CC(C)(SC1COC(C=CC=Cc2ccc(C(F)(F)F)cc2)OC1)C(O)(Cn1cncn1)c1ccc(F)cc1F. Reaction SMILES: [F:1][c:2]1[c:3]([C:9]([CH2:10][n:11]2[n:12][cH:13][n:14][cH:15]2)([C:16]([CH3:17])([CH3:18])[S:19][CH:20]([CH2:21][OH:22])[CH2:23][OH:24])[OH:25])[cH:4][cH:5][c:6]([F:8])[cH:7]1.[F:26][C:27]([c:28]1[cH:29][cH:30][c:31]([CH:34]=[CH:35][CH:36]=[CH:37][CH:38]=[O:39])[cH:32][cH:33]1)([F:40])[F:41]>>[F:1][c:2]1[c:3]([C:9]([CH2:10][n:11]2[n:12][cH:13][n:14][cH:15]2)([C:16]([CH3:17])([CH3:18])[S:19][CH:20]2[CH2:21][O:22][CH:38]([CH:37]=[CH:36][CH:35]=[CH:34][c:31]3[cH:30][cH:29][c:28]([C:27]([F:26])([F:40])[F:41])[cH:33][cH:32]3)[O:24][CH2:23]2)[OH:25])[cH:4][cH:5][c:6]([F:8])[cH:7]1. Starting materials: CC1=CC=C(C=C1)C1=C(C=NO1)C(=O)O (5-(4-methylphenyl)isoxazole-4-carboxylic acid), C(C(=O)O)(=O)O.FC(C1=CC=C(C=C1)C1CNCC1)(F)F (3-[4-(trifluoromethyl)phenyl]pyrrolidine oxalate). Yields the product CC1=CC=C(C=C1)C1=C(C=NO1)C(=O)N1CC(CC1)C1=CC=C(C=C1)C(F)(F)F (5-(4-Methylphenyl)-4-({3-[4-(trifluoromethyl)phenyl]pyrrolidin-1-yl}carbonyl)isoxazole), solid. Reaction SMILES: [CH3:1][C:2]1[CH:7]=[CH:6][C:5]([C:8]2[O:12][N:11]=[CH:10][C:9]=2[C:13]([OH:15])=O)=[CH:4][CH:3]=1.C(O)(=O)C(O)=O.[F:22][C:23]([F:36])([F:35])[C:24]1[CH:29]=[CH:28][C:27]([CH:30]2[CH2:34][CH2:33][NH:32][CH2:31]2)=[CH:26][CH:25]=1>>[CH3:1][C:2]1[CH:3]=[CH:4][C:5]([C:8]2[O:12][N:11]=[CH:10][C:9]=2[C:13]([N:32]2[CH2:33][CH2:34][CH:30]([C:27]3[CH:28]=[CH:29][C:24]([C:23]([F:22])([F:35])[F:36])=[CH:25][CH:26]=3)[CH2:31]2)=[O:15])=[CH:6][CH:7]=1 |f:1.2|. Procedure details: The title compound was prepared from 5-(4-methylphenyl)isoxazole-4-carboxylic acid (10.2 mg, 0.050 mmol) and 3-[4-(trifluoromethyl)phenyl]pyrrolidine oxalate (15.1 mg, 0.050 mmol) as described in synthetic method B and thereafter purified by preparative HPLC method B to give a solid (5.3 mg). Calcd for C22H19F3N2O2: 400.1399, found 400.1403. Starting materials: COC1OC(CO)C(OC(=O)c2ccccc2)C1(C)F, CO. The product is COC1OC(CO)C(O)C1(C)F. Reaction SMILES: [C:1](=[O:2])([c:3]1[cH:4][cH:5][cH:6][cH:7][cH:8]1)[O:9][CH:10]1[CH:11]([CH2:19][OH:20])[O:12][CH:13]([O:17][CH3:18])[C:14]1([CH3:15])[F:16].[CH3:21][OH:22]>>[OH:9][CH:10]1[CH:11]([CH2:19][OH:20])[O:12][CH:13]([O:17][CH3:18])[C:14]1([CH3:15])[F:16].